This data is from the Open Reaction Database (ORD), a public repository of structured organic reaction records. The task is: describe an organic reaction: reactants, conditions, products, and yield Reactants: C(C)(C)(C)OC(NC1=C(C=C(C(=C1)N(C)C)C(F)(F)F)NC(CC(=O)C1=CC(=CC=C1)Br)=O)=O ({2-[3-(3-bromo-phenyl)-3-oxo-propionylamino]-5-dimethylamino-4-trifluoromethyl-phenyl}-carbamic acid tert-butyl ester), C(=O)(C(F)(F)F)O (TFA). The solvent is C(Cl)Cl (DCM). Product: BrC=1C=C(C=CC1)C1=NC2=C(NC(C1)=O)C=C(C(=C2)N(C)C)C(F)(F)F (4-(3-Bromo-phenyl)-7-dimethylamino-8-trifluoromethyl-1,3-dihydro-benzo[b][1,4]diazepin-2-one), solid. Isolated yield 93.0%. Reaction SMILES: C(OC(=O)[NH:7][C:8]1[CH:13]=[C:12]([N:14]([CH3:16])[CH3:15])[C:11]([C:17]([F:20])([F:19])[F:18])=[CH:10][C:9]=1[NH:21][C:22](=[O:33])[CH2:23][C:24]([C:26]1[CH:31]=[CH:30][CH:29]=[C:28]([Br:32])[CH:27]=1)=O)(C)(C)C.C(O)(C(F)(F)F)=O>C(Cl)Cl>[Br:32][C:28]1[CH:27]=[C:26]([C:24]2[CH2:23][C:22](=[O:33])[NH:21][C:9]3[CH:10]=[C:11]([C:17]([F:20])([F:19])[F:18])[C:12]([N:14]([CH3:16])[CH3:15])=[CH:13][C:8]=3[N:7]=2)[CH:31]=[CH:30][CH:29]=1. Procedure details: ) The title compound was prepared from the above described {2-[3-(3-bromo-phenyl)-3-oxo-propionylamino]-5-dimethylamino-4-trifluoromethyl-phenyl}-carbamic acid tert-butyl ester (2.2 g, 4.04 mmol) and TFA (15 mL) in DCM (45 mL) according to general procedure I step 2. Obtained as an off-white solid (1.61 g, 93%). MS (ISP) 426.0 [(M+H)+]; mp 193° C. (dec). Reactants: C(C)(=O)OC=1C(C(=O)O)=CC=CC1 (Acetylsalicyclic acid), C(C)(=O)OC=1C(C(=O)Cl)=CC=CC1 (acetylsalicyloyl chloride), CC1=C(C(=CC(=C1)N)Cl)O (2-Methyl-4-amino-6-chlorophenol), CN(C1=CC=CC=C1)C (N,N-dimethylaniline), acid chloride, S(=O)(Cl)Cl (thionyl chloride). The solvent is CC(=O)C (acetone), CC(=O)C (acetone), CC(=O)C (acetone). Reaction conditions: time 1.5 hour. Product: ClC=1C=C(NC(C2=C(C=CC=C2)O)=O)C=C(C1O)C (3'-chloro-2,4'-dihydroxy-5'-methylbenzanilide). Isolated yield 50.4%. RXN SMILES: C([O:4][C:5]1[C:6](=[CH:10][CH:11]=[CH:12][CH:13]=1)[C:7]([OH:9])=O)(=O)C.S(Cl)(Cl)=O.[CH3:18][C:19]1[CH:24]=[C:23]([NH2:25])[CH:22]=[C:21]([Cl:26])[C:20]=1[OH:27].CN(C)C1C=CC=CC=1.C(OC1C(=CC=CC=1)C(Cl)=O)(=O)C>CC(C)=O>[Cl:26][C:21]1[CH:22]=[C:23]([CH:24]=[C:19]([CH3:18])[C:20]=1[OH:27])[NH:25][C:7](=[O:9])[C:6]1[CH:10]=[CH:11][CH:12]=[CH:13][C:5]=1[OH:4]. Procedure: Acetylsalicyclic acid (1.39g.) was converted to its acid chloride by conventional method using thionyl chloride and put in solution in acetone (25 ml.). 2-Methyl-4-amino-6-chlorophenol (1.35 g.) and N,N-dimethylaniline (about 1 ml.) were dissolved in acetone to which, with stirring in the cold at 1° to 2° C., the above-prepared acetone solution of acetylsalicyloyl chloride was added dropwise over 20-30 minutes, and reaction was continued for 1-2 hours. Then under reduced pressure the acetone was... Starting materials: C(C)OC(=O)N1[C@@H](C[C@@H](C2=NC(=CC=C12)OC)NC1=NC=C(C(=N1)CC1=CC(=CC(=C1)C(F)(F)F)C(F)(F)F)N1CCC(CC1)C(=O)OCC)CC ((2R*,4S*)-4-{[3,5-bis(trifluoromethyl)benzyl]-[5-(4-ethoxycarbonylpiperidin-1-yl)pyrimidin-2-yl]}amino-2-ethyl-6-methoxy-3,4-dihydro-2H-[1,5]naphthyridine-1-carboxylic acid ethyl ester), [OH-].[K+] (potassium hydroxide), Cl (hydrochloric acid). Run in C(C)(=O)OCC (ethyl acetate), C(C)O (ethanol). Conditions: temperature 50 celsius. The product is C(C)OC(=O)N1[C@@H](C[C@@H](C2=NC(=CC=C12)OC)NC1=NC=C(C(=N1)CC1=CC(=CC(=C1)C(F)(F)F)C(F)(F)F)N1CCC(CC1)C(=O)O)CC ((2R*,4S*)-4-{[3,5-bis(trifluoromethyl)benzyl]-[5-(4-carboxypiperidin-1-yl) pyrimidin-2-yl]}amino-2-ethyl-6-methoxy-3,4-dihydro-2H-[1,5]naphthyridine-1-carboxylic acid ethyl ester). Isolated yield 89.1%. As a reaction SMILES: [CH2:1]([O:3][C:4]([N:6]1[C:15]2[C:10](=[N:11][C:12]([O:16][CH3:17])=[CH:13][CH:14]=2)[C@@H:9]([NH:18][C:19]2[N:24]=[C:23]([CH2:25][C:26]3[CH:31]=[C:30]([C:32]([F:35])([F:34])[F:33])[CH:29]=[C:28]([C:36]([F:39])([F:38])[F:37])[CH:27]=3)[C:22]([N:40]3[CH2:45][CH2:44][CH:43]([C:46]([O:48]CC)=[O:47])[CH2:42][CH2:41]3)=[CH:21][N:20]=2)[CH2:8][C@H:7]1[CH2:51][CH3:52])=[O:5])[CH3:2].[OH-].[K+].Cl>C(O)C.C(OCC)(=O)C>[CH2:1]([O:3][C:4]([N:6]1[C:15]2[C:10](=[N:11][C:12]([O:16][CH3:17])=[CH:13][CH:14]=2)[C@@H:9]([NH:18][C:19]2[N:24]=[C:23]([CH2:25][C:26]3[CH:31]=[C:30]([C:32]([F:33])([F:34])[F:35])[CH:29]=[C:28]([C:36]([F:37])([F:38])[F:39])[CH:27]=3)[C:22]([N:40]3[CH2:41][CH2:42][CH:43]([C:46]([OH:48])=[O:47])[CH2:44][CH2:45]3)=[CH:21][N:20]=2)[CH2:8][C@H:7]1[CH2:51][CH3:52])=[O:5])[CH3:2] |f:1.2|. Procedure details: To a solution of (2R*,4S*)-4-{[3,5-bis(trifluoromethyl)benzyl]-[5-(4-ethoxycarbonylpiperidin-1-yl)pyrimidin-2-yl]}amino-2-ethyl-6-methoxy-3,4-dihydro-2H-[1,5]naphthyridine-1-carboxylic acid ethyl ester (245 mg) in ethanol (2 ml) is added aqueous 2N-potassium hydroxide solution (0.332 ml) and the mixture is heated under reflux at 50° C. for 1 hour. The reaction solution is diluted with ethyl acetate and acidified with 1N-hydrochloric acid. The organic layer is washed with a saturated brine, dried... Reactants: CCOC(=O)CN, CC#N, CCN(C(C)C)C(C)C, Cc1cnc(Cl)nc1Cl, Cl. Yields the product CCOC(=O)CNc1nc(Cl)ncc1C. As a reaction SMILES: [CH2:2]([CH3:3])[O:4][C:5]([CH2:6][NH2:7])=[O:8].[CH3:27][C:28]#[N:29].[CH:18]([N:19]([CH:20]([CH3:21])[CH3:22])[CH2:23][CH3:24])([CH3:25])[CH3:26].[Cl:9][c:10]1[n:11][cH:12][c:13]([CH3:17])[c:14]([Cl:16])[n:15]1.[ClH:1]>>[CH2:2]([CH3:3])[O:4][C:5]([CH2:6][NH:7][c:14]1[c:13]([CH3:17])[cH:12][n:11][c:10]([Cl:9])[n:15]1)=[O:8].